From a dataset of the Open Reaction Database (ORD), a public repository of structured organic reaction records. describe an organic reaction: reactants, conditions, products, and yield Reactants: CCO (EtOH), [O-]CC.[Na+] (sodium ethoxide), CCO (EtOH), Cl (Hydrochloric acid), ClC(C(=O)C=1NC(=CC1)CC)(Cl)Cl (2,2,2-trichloro-1-(5-ethyl-1H-pyrrol-2-yl)ethanone). Solvent: C(C)OCC (diethyl ether). Conditions: time 30 minute. Yields the product C(C)C1=CC=C(N1)C(=O)OCC (Ethyl 5-ethyl-1H-pyrrole-2-carboxylate). The yield is 86.0%. Reaction SMILES: [CH3:1][CH2:2][OH:3].[O-:4][CH2:5][CH3:6].[Na+].Cl[C:9](Cl)(Cl)[C:10]([C:12]1[NH:13]C(CC)=[CH:15][CH:16]=1)=O.Cl>C(OCC)C>[CH2:16]([C:12]1[NH:13][C:1]([C:2]([O:4][CH2:5][CH3:6])=[O:3])=[CH:9][CH:10]=1)[CH3:15] |f:1.2|. Procedure: Absolute EtOH (6 ml) was added to a 21 wt % solution of sodium ethoxide in EtOH (0.33 ml, 1.05 mmol) followed by the portion-wise addition of 2,2,2-trichloro-1-(5-ethyl-1H-pyrrol-2-yl)ethanone (J. Chem. Soc. Perkin Trans 1, 1996, 03) (2.1 g, 8.75 mmol) under nitrogen. The resulting yellow solution was stirred at room temperature for 30 minutes. Then the reaction was concentrated to give light orange oil. Hydrochloric acid (3 M, 2.5 ml) and diethyl ether (8 ml) were added to the oil and layers se... Reactants: O=C([O-])[O-], NCCc1ccccc1, CN(C)C=O, O=Cc1cc([N+](=O)[O-])ccc1Cl, [K+], [K+]. Product: O=Cc1cc([N+](=O)[O-])ccc1NCCc1ccccc1. Reaction SMILES: [C:22](=[O:23])([O-:24])[O-:25].[CH2:13]([c:14]1[cH:15][cH:16][cH:17][cH:18][cH:19]1)[CH2:20][NH2:21].[CH3:28][N:29]([CH3:30])[CH:31]=[O:32].[Cl:1][c:2]1[c:3]([CH:4]=[O:5])[cH:6][c:7]([N+:10](=[O:11])[O-:12])[cH:8][cH:9]1.[K+:26].[K+:27]>>[c:2]1([NH:21][CH2:20][CH2:13][c:14]2[cH:15][cH:16][cH:17][cH:18][cH:19]2)[c:3]([CH:4]=[O:5])[cH:6][c:7]([N+:10](=[O:11])[O-:12])[cH:8][cH:9]1.